From a dataset of the Open Reaction Database (ORD), a public repository of structured organic reaction records. describe an organic reaction: reactants, conditions, products, and yield Starting materials: C1(=CC=CC=C1)CCC(=O)C1=NC=C(C=C1)C=C1C(NC(S1)=O)=O (5-[(2-(3-Phenylpropionyl)-5-pyridyl)methylene]thiazolidine-2,4-dione). Reagents/catalysts: [Na].[Hg] (sodium amalgam). Run in CO (methanol). Run at time 4 hour. The product is C1(=CC=CC=C1)CCC(O)C1=NC=C(C=C1)CC1C(NC(S1)=O)=O (5-[(2-(3-Phenyl-1-hydroxypropyl)-5-pyridyl)methyl]thiazolidine-2,4-dione). Yield: 35.7%. As a reaction SMILES: [C:1]1([CH2:7][CH2:8][C:9]([C:11]2[CH:16]=[CH:15][C:14]([CH:17]=[C:18]3[S:22][C:21](=[O:23])[NH:20][C:19]3=[O:24])=[CH:13][N:12]=2)=[O:10])[CH:6]=[CH:5][CH:4]=[CH:3][CH:2]=1>CO.[Na].[Hg]>[C:1]1([CH2:7][CH2:8][CH:9]([C:11]2[CH:16]=[CH:15][C:14]([CH2:17][CH:18]3[S:22][C:21](=[O:23])[NH:20][C:19]3=[O:24])=[CH:13][N:12]=2)[OH:10])[CH:6]=[CH:5][CH:4]=[CH:3][CH:2]=1 |f:2.3,^1:26|. Procedure: To a solution of the title product of Example 67 (260 mg, 0.77 mmol) in methanol (10 ml) was added 3% sodium amalgam (4 g) and the reaction was stirred for 4 hours. The methanol was decanted, evaporated and the resultant solid diluted with water (10 ml). The aqueous solution was adjusted to pH 2 with 1N HCl and extracted with CH2Cl2 (3×10 ml) which was discarded. After neutralization of the aqueous layer to pH 7 with NaHCO3, it was then re-extracted with CH2Cl2 (3×10 ml). These combined organic ... Reactants: NC1=C(C(=CC(=C1)O)Cl)NC(=O)C1CCOCC1 (N-(2-amino-6-chloro-4-hydroxyphenyl)tetrahydro-2H-pyran-4-carboxamide), O.C1(=CC=C(C=C1)S(=O)(=O)O)C (p-toluenesulphonic acid monohydrate). Solvent: CO (methanol). Reaction conditions: time 8 hour. Yields the product ClC1=CC(=CC2=C1NC(=N2)C2CCOCC2)O (7-chloro-2-(tetrahydro-2H-pyran-4-yl)-1H-benzo[d]imidazol-5-ol). As a reaction SMILES: [NH2:1][C:2]1[CH:7]=[C:6]([OH:8])[CH:5]=[C:4]([Cl:9])[C:3]=1[NH:10][C:11]([CH:13]1[CH2:18][CH2:17][O:16][CH2:15][CH2:14]1)=O.O.C1(C)C=CC(S(O)(=O)=O)=CC=1>CO>[Cl:9][C:4]1[C:3]2[NH:10][C:11]([CH:13]3[CH2:18][CH2:17][O:16][CH2:15][CH2:14]3)=[N:1][C:2]=2[CH:7]=[C:6]([OH:8])[CH:5]=1 |f:1.2|. Procedure: 0.50 g (1.85 mmol) N-(2-amino-6-chloro-4-hydroxyphenyl)tetrahydro-2H-pyran-4-carboxamide were placed in 20 mL methanol, a spatula tip of p-toluenesulphonic acid monohydrate was added and the mixture was boiled overnight. The reaction mixture was evaporated down i.vac. and purified by chromatography. The fractions containing product were combined and evaporated down i.vac. Starting materials: N1CCCC1 (pyrrolidine), OC1=C(C=CC=C1)C(C)=O (o-hydroxyacetophenone), C(CCC(=O)C)(=O)O (levulinic acid). Run in C1(=CC=CC=C1)C (toluene). Conditions: time 3 day. Product: CC1(OC2=CC=CC=C2C(C1)=O)CCC(=O)O (2-methyl-2-β-carboxyethyl-chroman-4-one). As a reaction SMILES: N1CCCC1.[OH:6][C:7]1[CH:12]=[CH:11][CH:10]=[CH:9][C:8]=1[C:13](=[O:15])[CH3:14].[C:16]([OH:23])(=[O:22])[CH2:17][CH2:18][C:19]([CH3:21])=O>C1(C)C=CC=CC=1>[CH3:21][C:19]1([CH2:18][CH2:17][C:16]([OH:23])=[O:22])[CH2:14][C:13](=[O:15])[C:8]2[C:7](=[CH:12][CH:11]=[CH:10][CH:9]=2)[O:6]1. Procedure details: 24 g of pyrrolidine are added carefully, at under 30°, to a solution of 41 g of o-hydroxyacetophenone, 25 g of levulinic acid and 100 ml of toluene. The mixture is left to stand for 3 days at 25° and the solution is extracted by shaking with 150 ml of concentrated sodium carbonate solution. The aqueous phase is acidified with 2N HCl and then extracted by shaking with ether. The ethereal solution is concentrated and distilled, 14 g (20% of the theoretical yield) of 2-methyl-2-β-carboxyethyl-chrom... Reactants: C(=O)(O)C=1C=C2COC(=O)C2=CC1 (5-Carboxyphthalid), O (water), S(=O)(=O)(N)N (sulfamide), S(=O)(Cl)Cl (Thionylchloride). Run in S1(=O)(=O)CCCC1 (sulfolane). Run at temperature 135 celsius, time 15 minute. The product is C(#N)C=1C=C2COC(=O)C2=CC1 (5-Cyanophthalid). As a reaction SMILES: [C:1]([C:4]1[CH:5]=[C:6]2[C:11](=[CH:12][CH:13]=1)[C:9](=[O:10])[O:8][CH2:7]2)(O)=O.S(N)([NH2:17])(=O)=O.S(Cl)(Cl)=O.O>S1(CCCC1)(=O)=O>[C:1]([C:4]1[CH:5]=[C:6]2[C:11](=[CH:12][CH:13]=1)[C:9](=[O:10])[O:8][CH2:7]2)#[N:17]. Reported procedure: 5-Carboxyphthalid (50 g, 0.28 mole) and sulfamide (31 g, 0.32 mole) were suspended in sulfolane (150 mL). Thionylchloride (41 g, 0.34 mole) was added and the temperature was raised to 130-140° C. for 2 hours. At about 90° C., gas evolution took place. The mixture was allowed to cool to 90° C. and water (150 mL) was added. The temperature was held at 85-90° C. for 15 min and then the solution was cooled to 35° C. The crystals were filtered off and washed with water (250 mL). The title compound wa... Procedure: To concentrated nitric acid (200 ml.) maintained at 0° C. is added 3-benzyloxy-4-methoxybenzaldehyde (48 g., 0.198 mole) over a 30 minute period with stirring. When addition is complete, the temperature is allowed to rise to 15° C. and stirring continued for another 30 minutes. The mixture is then added to ice-water and the yellow precipitate collected by filtration and dried. Yield = 52.8g. (94%); m.p. 131°-132° C. As a reaction SMILES: [CH2:1]([O:8][C:9]1[CH:10]=[C:11]([CH:14]=[CH:15][C:16]=1[O:17][CH3:18])[CH:12]=[O:13])[C:2]1[CH:7]=[CH:6][CH:5]=[CH:4][CH:3]=1.[N+:19]([O-])([OH:21])=[O:20]>>[CH2:1]([O:8][C:9]1[C:16]([O:17][CH3:18])=[CH:15][C:14]([N+:19]([O-:21])=[O:20])=[C:11]([CH:10]=1)[CH:12]=[O:13])[C:2]1[CH:3]=[CH:4][CH:5]=[CH:6][CH:7]=1. The product is C(C1=CC=CC=C1)OC=1C(=CC(=C(C=O)C1)[N+](=O)[O-])OC (5-benzyloxy-4-Methoxy-2-Nitrobenzaldehyde). The reactants are C(C1=CC=CC=C1)OC=1C=C(C=O)C=CC1OC (3-benzyloxy-4-methoxybenzaldehyde), ice water, [N+](=O)(O)[O-] (nitric acid). Run at time 30 minute.